Dataset: the Open Reaction Database (ORD), a public repository of structured organic reaction records. Task: describe an organic reaction: reactants, conditions, products, and yield Reactants: C1=CC2=C(C=C1C=O)OCO2 (piperonal), C1(=C(C=CC=C1)N)N (phenylenediamine). The solvent is [N+](=O)([O-])C1=CC=CC=C1 (nitrobenzene). Yields the product O1COC2=C1C=CC(=C2)C2=NC1=C(N2)C=CC=C1 (2-(1,3-benzodioxol-5-yl)-1H-benzimidazole). Isolated yield 48.9%. As a reaction SMILES: [CH:1]1[C:6]([CH:7]=O)=[CH:5][C:4]2[O:9][CH2:10][O:11][C:3]=2[CH:2]=1.[C:12]1([NH2:19])[CH:17]=[CH:16][CH:15]=[CH:14][C:13]=1[NH2:18]>[N+](C1C=CC=CC=1)([O-])=O>[O:11]1[C:3]2[CH:2]=[CH:1][C:6]([C:7]3[NH:19][C:12]4[CH:17]=[CH:16][CH:15]=[CH:14][C:13]=4[N:18]=3)=[CH:5][C:4]=2[O:9][CH2:10]1. Procedure: A solution of 50 g (0.34 mol) of piperonal and 37 g (0.34 mol) of phenylenediamine in 0.3 L of nitrobenzene was stirred under reflux for 12 hours. The resulting mixture was concentrated in vacuo. The solid residue was collected via filtration, and rinsed with ether to give 39.6 g (49%) of desired material as an off-white solid: 1H NMR (CDCl3) δ 5.96 (s, 2H), 6.79 (d, J=8.5 Hz, 1H), 7.17-7.30 (m, 2H), 7.50-7.65 (m, 4H), 8.80-9.40 (br s, 1H).